Dataset: the Open Reaction Database (ORD), a public repository of structured organic reaction records. Task: describe an organic reaction: reactants, conditions, products, and yield Reactants: Cl.C(C1=CC=CC=C1)N([C@@H](CC1=CC=CC=C1)C(=O)O)CC1=CC=CC=C1 (N,N-dibenzyl-L-phenylalanine hydrochloride), N (ammonia), C1=CC(=CC=C1[N+](=O)[O-])O (p-nitrophenol), C1(CCCCC1)N=C=NC1CCCCC1 (N,N′-dicyclohexylcarbodiimide). Run in C(C)(=O)OCC (ethyl acetate), C(Cl)(Cl)Cl (chloroform). Yields the product [N+](=O)([O-])C1=CC=C(C=C1)OC([C@@H](N(CC1=CC=CC=C1)CC1=CC=CC=C1)CC1=CC=CC=C1)=O (N,N-dibenzyl-L-phenylalanine p-nitrophenyl ester). The yield is 83.3%. Reaction SMILES: Cl.[CH2:2]([N:9]([CH2:21][C:22]1[CH:27]=[CH:26][CH:25]=[CH:24][CH:23]=1)[C@H:10]([C:18]([OH:20])=[O:19])[CH2:11][C:12]1[CH:17]=[CH:16][CH:15]=[CH:14][CH:13]=1)[C:3]1[CH:8]=[CH:7][CH:6]=[CH:5][CH:4]=1.N.[CH:29]1[C:34]([N+:35]([O-:37])=[O:36])=[CH:33][CH:32]=[C:31](O)[CH:30]=1.C1(N=C=NC2CCCCC2)CCCCC1>C(OCC)(=O)C.C(Cl)(Cl)Cl>[N+:35]([C:34]1[CH:29]=[CH:30][C:31]([O:19][C:18](=[O:20])[C@H:10]([CH2:11][C:12]2[CH:13]=[CH:14][CH:15]=[CH:16][CH:17]=2)[N:9]([CH2:2][C:3]2[CH:4]=[CH:5][CH:6]=[CH:7][CH:8]=2)[CH2:21][C:22]2[CH:27]=[CH:26][CH:25]=[CH:24][CH:23]=2)=[CH:32][CH:33]=1)([O-:37])=[O:36] |f:0.1|. Procedure details: N,N-dibenzyl-L-phenylalanine hydrochloride (7.64 g, 20.0 mmol) was added to 50 ml of chloroform, and 20.0 ml of 10% aqueous ammonia were added dropwise to the suspension for neutralization. The organic layer was separated, washed with 20 ml of water, then dried over magnesium sulfate, and filtered. The filtrate was concentrated, the resulting residue was dissolved in 50 ml of chloroform, and 2.89 g (20.4 mmol) of p-nitrophenol and 4.13 g (20.0 mmol) of N,N′-dicyclohexylcarbodiimide were added to... The reactants are NC1=CC(=NC=2N1N=CC2)C2CCC(CC2)=O (4-(7-aminopyrazolo[1,5-a]pyrimidin-5-yl)cyclohexanone), O1CCOC12CC(CC2)C2=NC=1N(C(=C2)N)N=CC1 (5-(1,4-dioxaspiro[4.4]nonan-7-yl)pyrazolo[1,5-a]pyrimidin-7-amine), O1CCOC12CCC(CC2)C2=NC=1N(C(=C2)N)N=CC1 (5-(1,4-dioxaspiro[4.5]decan-8-yl)pyrazolo[1,5-a]pyrimidin-7-amine). Product: NC1=CC(=NC=2N1N=CC2)C2CC(CC2)=O (3-(7-Aminopyrazolo[1,5-a]pyrimidin-5-yl)cyclopentanone). As a reaction SMILES: [NH2:1][C:2]1[N:7]2[N:8]=[CH:9][CH:10]=[C:6]2[N:5]=[C:4]([CH:11]2[CH2:16][CH2:15][C:14](=[O:17])[CH2:13]C2)[CH:3]=1.O1C2(CCC(C3C=C(N)N4N=CC=C4N=3)C2)OCC1.O1C2(CCC(C3C=C(N)N4N=CC=C4N=3)CC2)OCC1>>[NH2:1][C:2]1[N:7]2[N:8]=[CH:9][CH:10]=[C:6]2[N:5]=[C:4]([CH:11]2[CH2:16][CH2:15][C:14](=[O:17])[CH2:13]2)[CH:3]=1. Procedure: 3-(7-Aminopyrazolo[1,5-a]pyrimidin-5-yl)cyclopentanone was synthesized in a manner similar to the synthesis of 4-(7-aminopyrazolo[1,5-a]pyrimidin-5-yl)cyclohexanone, but 5-(1,4-dioxaspiro[4.4]nonan-7-yl)pyrazolo[1,5-a]pyrimidin-7-amine substituted for 5-(1,4-dioxaspiro[4.5]decan-8-yl)pyrazolo[1,5-a]pyrimidin-7-amine.